This data is from the Open Reaction Database (ORD), a public repository of structured organic reaction records. The task is: describe an organic reaction: reactants, conditions, products, and yield The reactants are C(CCC)[Li] (n-butyllithium), C1(CCC2=CC=CC=C12)=O (indanone), [Cl-].[NH4+] (ammonium chloride), BrC1=COC=C1 (3-bromofuran). Run in CCCCCC (hexane), CCOCC (ether), C1CCOC1 (THF). Run at time 15 minute. The product is O1C=C(C=C1)C1(CCC2=CC=CC=C12)O (1-(3-furyl)-indan-1-ol). Isolated yield 104.0%. RXN SMILES: C([Li])CCC.Br[C:7]1[CH:11]=[CH:10][O:9][CH:8]=1.[C:12]1(=[O:21])[C:20]2[C:15](=[CH:16][CH:17]=[CH:18][CH:19]=2)[CH2:14][CH2:13]1.[Cl-].[NH4+]>CCCCCC.CCOCC.C1COCC1>[O:9]1[CH:10]=[CH:11][C:7]([C:12]2([OH:21])[C:20]3[C:15](=[CH:16][CH:17]=[CH:18][CH:19]=3)[CH2:14][CH2:13]2)=[CH:8]1 |f:3.4|. Reported procedure: To a solution of 2.7 mL (0.027 mol) of 10M n-butyllithium in hexane in 70 mL of ether cooled to -78° C. was added 4 g (0.027 mol) of 3-bromofuran and the mixture was stirred for 15 min. To the above cooled mixture was added 3.17 g (0.024 mol) of indanone in 10 mL of THF and the mixture was allowed to warm to room temperature, and then stirred for 20 min. To the mixture was added saturated ammonium chloride solution and the resulting mixture was extracted with ethyl acetate (3×100 mL), and the or...